Dataset: the Open Reaction Database (ORD), a public repository of structured organic reaction records. Task: describe an organic reaction: reactants, conditions, products, and yield The reactants are C(C)(C)(C)OC(NC1CCNCC1)=O (piperidin-4-yl-carbamic acid tert-butyl ester), FC1=CC=C(C=C1)C(C)=O (1-(4-fluoro-phenyl)-ethanone), C([O-])([O-])=O.[K+].[K+] (potassium carbonate), O (water). Solvent: CS(=O)C (DMSO). Reaction conditions: temperature 90 celsius. Product: C(C)(C)(C)OC(NC1CCN(CC1)C1=CC=C(C=C1)C(C)=O)=O ([1-(4-acetyl-phenyl)-piperidin-4-yl]-carbamic acid tert-butyl ester). As a reaction SMILES: [C:1]([O:5][C:6](=[O:14])[NH:7][CH:8]1[CH2:13][CH2:12][NH:11][CH2:10][CH2:9]1)([CH3:4])([CH3:3])[CH3:2].F[C:16]1[CH:21]=[CH:20][C:19]([C:22](=[O:24])[CH3:23])=[CH:18][CH:17]=1.C(=O)([O-])[O-].[K+].[K+].O>CS(C)=O>[C:1]([O:5][C:6](=[O:14])[NH:7][CH:8]1[CH2:13][CH2:12][N:11]([C:16]2[CH:21]=[CH:20][C:19]([C:22](=[O:24])[CH3:23])=[CH:18][CH:17]=2)[CH2:10][CH2:9]1)([CH3:4])([CH3:2])[CH3:3] |f:2.3.4|. Reported procedure: To a solution of piperidin-4-yl-carbamic acid tert-butyl ester (24 mmol) in anhydrous DMSO (20 mL) is added 1-(4-fluoro-phenyl)-ethanone (24 mmol) and potassium carbonate (24 mmol). The resulting mixture is heated at 90° C. for 36 hr. The reaction mixture is allowed to cool to rt, poured into cold water (100 mL), and extracted with EtOAc (40 mL×3). The combined organic layers are washed with water and brine, dried over sodium sulfate, and concentrated. The crude product is purified through silic... Run at time 2 hour. Run in ClCCCl (1,2-dichloroethane). The reagents and catalysts are CN(C)C=1C=CN=CC1 (DMAP). Reported procedure: To the mixture of methyl 6-amino-5-(5-amino-1-benzothien-2-yl)nicotinate (120 mg, 0.4 mmol, 1 eq) and 3-methylfuranylcarboxylic acid (50.4 mg, 1 eq) in 1,2-dichloroethane (3 mL) at 60° C. was added catalytic amount of DMAP (10 mg, 0.2 eq) and EDCI (92.2 mg, 1.2 eq). The reaction was stirred at that temperature for 2 h and then partitioned between EtOAc and saturated aq NaHCO3. The organic layer was further washed with brine and then dried with anhydrous sodium sulfate. The organic layer was deca... RXN SMILES: [NH2:1][C:2]1[C:11]([C:12]2[S:13][C:14]3[CH:20]=[CH:19][C:18]([NH2:21])=[CH:17][C:15]=3[CH:16]=2)=[CH:10][C:5]([C:6]([O:8][CH3:9])=[O:7])=[CH:4][N:3]=1.[CH3:22][C:23]1[CH:27]=[CH:26][O:25][C:24]=1[C:28](O)=[O:29].CCN=C=NCCCN(C)C>ClCCCl.CN(C1C=CN=CC=1)C>[NH2:1][C:2]1[C:11]([C:12]2[S:13][C:14]3[CH:20]=[CH:19][C:18]([NH:21][C:28]([C:24]4[O:25][CH:26]=[CH:27][C:23]=4[CH3:22])=[O:29])=[CH:17][C:15]=3[CH:16]=2)=[CH:10][C:5]([C:6]([O:8][CH3:9])=[O:7])=[CH:4][N:3]=1. The reactants are CCN=C=NCCCN(C)C (EDCI), NC1=NC=C(C(=O)OC)C=C1C=1SC2=C(C1)C=C(C=C2)N (methyl 6-amino-5-(5-amino-1-benzothien-2-yl)nicotinate), CC1=C(OC=C1)C(=O)O (3-methylfuranylcarboxylic acid). Product: NC1=NC=C(C(=O)OC)C=C1C=1SC2=C(C1)C=C(C=C2)NC(=O)C=2OC=CC2C (Methyl 6-amino-5-{5-[(3-methyl-2-furoyl)amino]-1-benzothien-2-yl}nicotinate). Reactants: C(C)(=O)[O-] (acetate), amine R5R6NH, O1CCOCC1 (dioxane), C1(=CC=CC=C1)C (toluene), CN(C)C=O (DMF). The reagents and catalysts are [Pd] (palladium), [Pd].C1(=CC=CC=C1)P(C1=CC=CC=C1)C1=CC=CC=C1.C1(=CC=CC=C1)P(C1=CC=CC=C1)C1=CC=CC=C1.C1(=CC=CC=C1)P(C1=CC=CC=C1)C1=CC=CC=C1.C1(=CC=CC=C1)P(C1=CC=CC=C1)C1=CC=CC=C1 (tetrakis(triphenylphosphine)-palladium). The solvent is C1CCOC1 (THF), C1CCOC1 (THF). The product is CCCCCCCCCCCCN (amine 12). RXN SMILES: [C:1]([O-])(=O)[CH3:2].O1[CH2:10][CH2:9]OCC1.[C:11]1([CH3:17])[CH:16]=[CH:15][CH:14]=[CH:13][CH:12]=1.C[N:19]([CH:21]=O)C>[Pd].[Pd].C1(P(C2C=CC=CC=2)C2C=CC=CC=2)C=CC=CC=1.C1(P(C2C=CC=CC=2)C2C=CC=CC=2)C=CC=CC=1.C1(P(C2C=CC=CC=2)C2C=CC=CC=2)C=CC=CC=1.C1(P(C2C=CC=CC=2)C2C=CC=CC=2)C=CC=CC=1.C1COCC1>[CH3:17][CH2:11][CH2:12][CH2:13][CH2:14][CH2:15][CH2:16][CH2:9][CH2:10][CH2:1][CH2:2][CH2:21][NH2:19] |f:5.6.7.8.9|. Procedure details: A solution of the acetate 11 and an amine R5R6NH in a suitable solvent such as THF, dioxane, toluene, DMF or the like, preferably THF, is treated with a suitable palladium catalyst such as tetrakis(triphenylphosphine)-palladium at a temperature of from 0° C. to about 100° C., preferably 65° C. to give the amine 12. Deprotection as above gives the amine. Reactants: CCNC(=O)NN(C)CC(=O)O, CCOC(OCC)C(C)N(Cc1cccc2cccnc12)C(=O)C(N)CC(=O)NC(c1ccccc1)(c1ccccc1)c1ccccc1. The product is CCNC(=O)NN(C)CC(=O)NC(CC(=O)NC(c1ccccc1)(c1ccccc1)c1ccccc1)C(=O)N(Cc1cccc2cccnc12)C(C)C(OCC)OCC. Reaction SMILES: [CH2:1]([CH3:2])[NH:3][C:4](=[O:5])[NH:6][N:7]([CH3:8])[CH2:9][C:10](=[O:11])[OH:12].[NH2:13][CH:14]([C:15](=[O:16])[N:17]([CH2:18][c:19]1[cH:20][cH:21][cH:22][c:23]2[cH:24][cH:25][cH:26][n:27][c:28]12)[CH:29]([CH:30]([O:31][CH2:32][CH3:33])[O:34][CH2:35][CH3:36])[CH3:37])[CH2:38][C:39](=[O:40])[NH:41][C:42]([c:43]1[cH:44][cH:45][cH:46][cH:47][cH:48]1)([c:49]1[cH:50][cH:51][cH:52][cH:53][cH:54]1)[c:55]1[cH:56][cH:57][cH:58][cH:59][cH:60]1>>[CH2:1]([CH3:2])[NH:3][C:4](=[O:5])[NH:6][N:7]([CH3:8])[CH2:9][C:10](=[O:12])[NH:13][CH:14]([C:15](=[O:16])[N:17]([CH2:18][c:19]1[cH:20][cH:21][cH:22][c:23]2[cH:24][cH:25][cH:26][n:27][c:28]12)[CH:29]([CH:30]([O:31][CH2:32][CH3:33])[O:34][CH2:35][CH3:36])[CH3:37])[CH2:38][C:39](=[O:40])[NH:41][C:42]([c:43]1[cH:44][cH:45][cH:46][cH:47][cH:48]1)([c:49]1[cH:50][cH:51][cH:52][cH:53][cH:54]1)[c:55]1[cH:56][cH:57][cH:58][cH:59][cH:60]1. Starting materials: [OH-].[Na+] (sodium hydroxide), ClC=1N=C(NC1CC)C(=O)N[C@@H]1[C@@H](CN(CC1)C(C(=O)OCC)=O)OCC (Ethyl cis(±)-(4-{[(4-chloro-5-ethyl-1H-imidazol-2-yl)carbonyl]amino}-3-ethoxypiperidin-1-yl)(oxo)acetate), Cl (hydrochloric acid). The solvent is C1CCOC1 (THF). Reaction conditions: time 1.5 hour. Yields the product ClC=1N=C(NC1CC)C(=O)N[C@@H]1[C@@H](CN(CC1)C(C(=O)O)=O)OCC (cis(±)-(4-{[(4-Chloro-5-ethyl-1H-imidazol-2-yl)carbonyl]amino}-3-ethoxypiperidin-1-yl)(oxo)acetic acid). The yield is 67.7%. RXN SMILES: [Cl:1][C:2]1[N:3]=[C:4]([C:9]([NH:11][C@H:12]2[CH2:17][CH2:16][N:15]([C:18](=[O:24])[C:19]([O:21]CC)=[O:20])[CH2:14][C@H:13]2[O:25][CH2:26][CH3:27])=[O:10])[NH:5][C:6]=1[CH2:7][CH3:8].[OH-].[Na+].Cl>C1COCC1>[Cl:1][C:2]1[N:3]=[C:4]([C:9]([NH:11][C@H:12]2[CH2:17][CH2:16][N:15]([C:18](=[O:24])[C:19]([OH:21])=[O:20])[CH2:14][C@H:13]2[O:25][CH2:26][CH3:27])=[O:10])[NH:5][C:6]=1[CH2:7][CH3:8] |f:1.2|. Procedure: Ethyl cis(±)-(4-{[(4-chloro-5-ethyl-1H-imidazol-2-yl)carbonyl]amino}-3-ethoxypiperidin-1-yl)(oxo)acetate obtained in Example (132a) (122 mg, 0.316 mmol) was dissolved in THF (3 mL). A 1 N aqueous sodium hydroxide solution (0.95 ml, 0.95 mmol) was added, and the mixture was stirred at room temperature for 1.5 hours. The reaction solution was neutralized with 1 N hydrochloric acid and concentrated under reduced pressure. Then, the residue was purified by preparative HPLC (TSK-gel, Toso, elution so... Reactants: TEA, BrC=1C(=C2C(=NC1)NC=C2N)F (5-bromo-4-fluoro-1H-pyrrolo[2,3-b]pyridin-3-amine), CN1C=C(C=CC1=O)C(=O)O (1-methyl-6-oxo-1,6-dihydropyridine-3-carboxylic acid), C1COC(=O)N1P(=O)(N2CCOC2=O)Cl (BOP-Cl), [Li+].[OH-] (LiOH). Run in C(Cl)Cl (DCM), O (water). Run at time 1 hour. Yields the product BrC=1C(=C2C(=NC1)NC=C2NC(=O)C2=CN(C(C=C2)=O)C)F (N-(5-bromo-4-fluoro-1H-pyrrolo[2,3-b]pyridin-3-yl)-1-methyl-6-oxo-1,6-dihydropyridine-3-carboxamide). The yield is 69.3%. As a reaction SMILES: [Br:1][C:2]1[C:3]([F:12])=[C:4]2[C:10]([NH2:11])=[CH:9][NH:8][C:5]2=[N:6][CH:7]=1.[CH3:13][N:14]1[C:19](=[O:20])[CH:18]=[CH:17][C:16]([C:21](O)=[O:22])=[CH:15]1.C1N(P(Cl)(N2C(=O)OCC2)=O)C(=O)OC1.[Li+].[OH-]>C(Cl)Cl.O>[Br:1][C:2]1[C:3]([F:12])=[C:4]2[C:10]([NH:11][C:21]([C:16]3[CH:17]=[CH:18][C:19](=[O:20])[N:14]([CH3:13])[CH:15]=3)=[O:22])=[CH:9][NH:8][C:5]2=[N:6][CH:7]=1 |f:3.4|. Procedure: TEA (0.61 mL, 4.35 mmol) was added to 5-bromo-4-fluoro-1H-pyrrolo[2,3-b]pyridin-3-amine (0.20 g, 0.87 mmol, Example 1, Step H), 1-methyl-6-oxo-1,6-dihydropyridine-3-carboxylic acid (0.17 g, 1.13 mmol) and BOP-Cl (0.33 g, 1.30 mmol) in DCM (10 mL). The reaction was stirred at room temperature for 1 hour, and then a LiOH solution (3 mL, 2N) was added. The mixture was stirred for 30 minutes, and water (10 mL) was added. The solid formed was collected by filtration, washed with DCM (10 mL) and dried... Starting materials: C(C)OC(C(CC#CCNC(=O)OC(C)(C)C)(C(=O)OCC)NC(C)=O)=O (ethyl-2-acetylamino-6-t-butyloxycarbonylamino-2-ethoxycarbonyl-4-hexynoate), [OH-].[K+] (KOH). Run in C(C)O (ethanol), O (water). The product is C(C)(=O)NC(C(=O)O)(CC#CCNC(=O)OC(C)(C)C)C(=O)OCC (2-Acetylamino-6-t-butyloxycarbonylamino-2-ethoxycarbonyl-4-hexynoic acid). The yield is 90.0%. Reaction SMILES: [CH2:1]([O:3][C:4](=[O:27])[C:5]([NH:23][C:24](=[O:26])[CH3:25])([C:18]([O:20]CC)=[O:19])[CH2:6][C:7]#[C:8][CH2:9][NH:10][C:11]([O:13][C:14]([CH3:17])([CH3:16])[CH3:15])=[O:12])[CH3:2].[OH-].[K+]>C(O)C.O>[C:24]([NH:23][C:5]([C:4]([O:3][CH2:1][CH3:2])=[O:27])([CH2:6][C:7]#[C:8][CH2:9][NH:10][C:11]([O:13][C:14]([CH3:15])([CH3:16])[CH3:17])=[O:12])[C:18]([OH:20])=[O:19])(=[O:26])[CH3:25] |f:1.2|. Procedure details: Ex-8e) Following the procedure described in Tetrahedron Lett Vol.21, 4263, (1980) partial saponification of 10.2 g of ethyl-2-acetylamino-6-t-butyloxycarbonylamino-2-ethoxycarbonyl-4-hexynoate is carried out in ethanol with 1.5 equivalent of KOH in water at 20-25° C. for 3 h to give 2-Acetylamino-6-t-butyloxycarbonylamino-2-ethoxycarbonyl-4-hexynoic acid in 90% yield.